From a dataset of the Open Reaction Database (ORD), a public repository of structured organic reaction records. describe an organic reaction: reactants, conditions, products, and yield Starting materials: CN1C(N(C(C=2N(C(=NC12)OC1=CC(=CC=C1)OC(F)(F)F)COCC[Si](C)(C)C)=O)CCCOC1OCCCC1)=O (3-methyl-1-(3-(tetrahydro-2H-pyran-2-yloxy)propyl)-8-(3-(trifluoromethoxy)phenoxy)-7-((2-(trimethylsilyl)ethoxy)methyl)-1H-purine-2,6(3H,7H)-dione), Cl (HCl). Solvent: C(C)O (ethanol). Yields the product OCCCN1C(N(C=2N=C(NC2C1=O)OC1=CC(=CC=C1)OC(F)(F)F)C)=O (1-(3-hydroxypropyl)-3-methyl-8-(3-(trifluoromethoxy)phenoxy)-1H-purine-2,6(3H,7H)-dione). Yield: 83.3%. As a reaction SMILES: [CH3:1][N:2]1[C:10]2[N:9]=[C:8]([O:11][C:12]3[CH:17]=[CH:16][CH:15]=[C:14]([O:18][C:19]([F:22])([F:21])[F:20])[CH:13]=3)[N:7](COCC[Si](C)(C)C)[C:6]=2[C:5](=[O:31])[N:4]([CH2:32][CH2:33][CH2:34][O:35]C2CCCCO2)[C:3]1=[O:42].Cl>C(O)C>[OH:35][CH2:34][CH2:33][CH2:32][N:4]1[C:5](=[O:31])[C:6]2[NH:7][C:8]([O:11][C:12]3[CH:17]=[CH:16][CH:15]=[C:14]([O:18][C:19]([F:21])([F:22])[F:20])[CH:13]=3)=[N:9][C:10]=2[N:2]([CH3:1])[C:3]1=[O:42]. Reported procedure: To a solution of 3-methyl-1-(3-(tetrahydro-2H-pyran-2-yloxy)propyl)-8-(3-(trifluoromethoxy)phenoxy)-7-((2-(trimethylsilyl)ethoxy)methyl)-1H-purine-2,6(3H,7H)-dione (0.9 g, 1.5 mmol) in ethanol (10 mL) was added HCl (2 mL), then it was refluxed overnight. The solvent was concentrated to give a crude product which was collected, washed with ethanol and dried in vacuo to give 1-(3-hydroxypropyl)-3-methyl-8-(3-(trifluoromethoxy)phenoxy)-1H-purine-2,6(3H,7H)-dione (0.5 g, 80% yield) as a white solid.... Reported procedure: The title product was prepared from 4-(1,2,3,4-thiatriazol-5-ylamino)phenol and N-methyl-N-phenylcarbamoyl chloride. The crude product was subjected to preparative HPLC. (10%, light brown solid material). HPLC-MS: m/z=328.0 (M+1); Rt: 3.69 min, purity 81%. Starting materials: S1N=NN=C1NC1=CC=C(C=C1)O (4-(1,2,3,4-thiatriazol-5-ylamino)phenol), CN(C(=O)Cl)C1=CC=CC=C1 (N-methyl-N-phenylcarbamoyl chloride), crude product. Reaction SMILES: [S:1]1[C:5]([NH:6][C:7]2[CH:12]=[CH:11][C:10]([OH:13])=[CH:9][CH:8]=2)=[N:4][N:3]=[N:2]1.[CH3:14][N:15]([C:19]1[CH:24]=[CH:23][CH:22]=[CH:21][CH:20]=1)[C:16](Cl)=[O:17]>>[S:1]1[C:5]([NH:6][C:7]2[CH:8]=[CH:9][C:10]([O:13][C:16](=[O:17])[N:15]([CH3:14])[C:19]3[CH:24]=[CH:23][CH:22]=[CH:21][CH:20]=3)=[CH:11][CH:12]=2)=[N:4][N:3]=[N:2]1. Yields the product S1N=NN=C1NC1=CC=C(C=C1)OC(N(C1=CC=CC=C1)C)=O (Methyl-phenyl-carbamic acid 4-([1,2,3,4]thiatriazol-5-ylamino)-phenyl ester). Starting materials: [OH-].[Na+] (Sodium hydroxide), C1(CCC1)N1CCC2=C(CC1)C=CC(=C2)OC2=CC=C(C(=N2)C(=O)OC)C(=O)OC (dimethyl 6-[(3-cyclobutyl-2,3,4,5-tetrahydro-1H-3-benzazepin-7-yl)oxy]-2,3-pyridinedicarboxylate). Solvent: O (water), C(C)O (ethanol). Conditions: time 4 hour. Product: C1(CCC1)N1CCC2=C(CC1)C=CC(=C2)OC2=CC=C(C(=N2)C(=O)[O-])C(=O)[O-].[Na+].[Na+] (Disodium 6-[(3-cyclobutyl-2,3,4,5-tetrahydro-1H-3-benzazepin-7-yl)oxy]-2,3-pyridinedicarboxylate). Reaction SMILES: [OH-].[Na+:2].[CH:3]1([N:7]2[CH2:13][CH2:12][C:11]3[CH:14]=[CH:15][C:16]([O:18][C:19]4[N:24]=[C:23]([C:25]([O:27]C)=[O:26])[C:22]([C:29]([O:31]C)=[O:30])=[CH:21][CH:20]=4)=[CH:17][C:10]=3[CH2:9][CH2:8]2)[CH2:6][CH2:5][CH2:4]1>O.C(O)C>[CH:3]1([N:7]2[CH2:13][CH2:12][C:11]3[CH:14]=[CH:15][C:16]([O:18][C:19]4[N:24]=[C:23]([C:25]([O-:27])=[O:26])[C:22]([C:29]([O-:31])=[O:30])=[CH:21][CH:20]=4)=[CH:17][C:10]=3[CH2:9][CH2:8]2)[CH2:4][CH2:5][CH2:6]1.[Na+:2].[Na+:2] |f:0.1,5.6.7|. Reported procedure: Sodium hydroxide (0.66 g) in water (3 ml) was added to a solution of dimethyl 6-[(3-cyclobutyl-2,3,4,5-tetrahydro-1H-3-benzazepin-7-yl)oxy]-2,3-pyridinedicarboxylate (E231) (1.69 g, 4.12 mmol) in ethanol (20 ml) at room temperature. The mixture was vigorously stirred at room temperature for 4 h and the resulting precipitate filtered off to give the title compound as a colourless solid (E232); MS (ES+) m/e 383 [M+H]+. The reactants are COCCCCC1=C(N=NN1C1=C(C=CC=C1)C)C(=O)N([C@@H]1CN(C[C@@H](C1)C(=O)N1CCOCC1)C(=O)OC(C)(C)C)CC(C)C (tert-Butyl (3S,5R)-3-[{[5-(4-methoxybutyl)-1-(2-methylphenyl)-1H-1,2,3-triazol-4-yl]carbonyl}(2-methylpropyl)amino]-5-(morpholin-4-ylcarbonyl)piperidine-1-carboxylate), C(C)(=O)OCC.Cl (hydrogen chloride-ethyl acetate). Run in C(C)(=O)OCC (ethyl acetate). Run at time 1 hour. The product is Cl.COCCCCC1=C(N=NN1C1=C(C=CC=C1)C)C(=O)N([C@@H]1CNC[C@@H](C1)C(=O)N1CCOCC1)CC(C)C (5-(4-methoxybutyl)-1-(2-methylphenyl)-N-(2-methylpropyl)-N-[(3S,5R)-5-(morpholin-4-ylcarbonyl)piperidin-3-yl]-1H-1,2,3-triazole-4-carboxamide hydrochloride). RXN SMILES: [CH3:1][O:2][CH2:3][CH2:4][CH2:5][CH2:6][C:7]1[N:11]([C:12]2[CH:17]=[CH:16][CH:15]=[CH:14][C:13]=2[CH3:18])[N:10]=[N:9][C:8]=1[C:19]([N:21]([CH2:43][CH:44]([CH3:46])[CH3:45])[C@H:22]1[CH2:27][C@@H:26]([C:28]([N:30]2[CH2:35][CH2:34][O:33][CH2:32][CH2:31]2)=[O:29])[CH2:25][N:24](C(OC(C)(C)C)=O)[CH2:23]1)=[O:20].C(OCC)(=O)C.[ClH:53]>C(OCC)(=O)C>[ClH:53].[CH3:1][O:2][CH2:3][CH2:4][CH2:5][CH2:6][C:7]1[N:11]([C:12]2[CH:17]=[CH:16][CH:15]=[CH:14][C:13]=2[CH3:18])[N:10]=[N:9][C:8]=1[C:19]([N:21]([CH2:43][CH:44]([CH3:46])[CH3:45])[C@H:22]1[CH2:27][C@@H:26]([C:28]([N:30]2[CH2:35][CH2:34][O:33][CH2:32][CH2:31]2)=[O:29])[CH2:25][NH:24][CH2:23]1)=[O:20] |f:1.2,4.5|. Procedure details: tert-Butyl (3S,5R)-3-[{[5-(4-methoxybutyl)-1-(2-methylphenyl)-1H-1,2,3-triazol-4-yl]carbonyl}(2-methylpropyl)amino]-5-(morpholin-4-ylcarbonyl)piperidine-1-carboxylate (255 mg) was dissolved in ethyl acetate (0.5 ml), 4N hydrogen chloride-ethyl acetate solution (0.5 ml) was added, and the mixture was stirred at room temperature for 1 hr. The solvent was evaporated under reduced pressure, and the residue was dried under reduced pressure to give the object product (220 mg). Reactants: 1,1, FC(C(=O)O)(F)F.N[C@H]1[C@H]2SCC(=C(N2C1=O)C(=O)O)/C=C\1/C(N(CC1)CC1=CC(=CC=C1)O)=O ((E)-(6R,7R)-7-amino-3-[1-(3-hydroxy-benzyl)-2-oxo-pyrrolidin-3-ylidenemethyl]-8-oxo-5-thia- 1-aza-bicyclo[4.2.0]oct-2-ene2-carboxylic acid trifluoroacetate), C(=O)(N1C=NC=C1)N1C=NC=C1 (carbonyldiimidazole), COC=1C=C(C=CC1OC)SCC(=O)O (2-(3,4-dimethoxyphenylthio)acetic acid). Run in CN(C(C)=O)C (N,N-dimethylacetamide). The product is COC=1C=C(C=CC1OC)SCC(=O)N[C@H]1[C@H]2SCC(=C(N2C1=O)C(=O)O)/C=C\1/C(N(CC1)CC1=CC(=CC=C1)O)=O ((E)-(6R,7R)-7-[2-(3,4-Dimethoxy-phenylsulfanyl)-acetylamino]-3-[1-(3-hydroxy-benzyl)-2-oxo-pyrrolidin-3-ylidenemethyl]-8-oxo-5-thia-1-aza-bicyclo[4.2.0]oct-2-ene-2-carboxylic acid). Reaction SMILES: C(N1C=CN=C1)(N1C=CN=C1)=O.[CH3:13][O:14][C:15]1[CH:16]=[C:17]([S:23][CH2:24][C:25]([OH:27])=O)[CH:18]=[CH:19][C:20]=1[O:21][CH3:22].FC(F)(F)C(O)=O.[NH2:35][C@@H:36]1[C:43](=[O:44])[N:42]2[C@@H:37]1[S:38][CH2:39][C:40](/[CH:48]=[C:49]1/[C:50](=[O:62])[N:51]([CH2:54][C:55]3[CH:60]=[CH:59][CH:58]=[C:57]([OH:61])[CH:56]=3)[CH2:52][CH2:53]/1)=[C:41]2[C:45]([OH:47])=[O:46]>CN(C)C(=O)C>[CH3:13][O:14][C:15]1[CH:16]=[C:17]([S:23][CH2:24][C:25]([NH:35][C@@H:36]2[C:43](=[O:44])[N:42]3[C@@H:37]2[S:38][CH2:39][C:40](/[CH:48]=[C:49]2/[C:50](=[O:62])[N:51]([CH2:54][C:55]4[CH:60]=[CH:59][CH:58]=[C:57]([OH:61])[CH:56]=4)[CH2:52][CH2:53]/2)=[C:41]3[C:45]([OH:47])=[O:46])=[O:27])[CH:18]=[CH:19][C:20]=1[O:21][CH3:22] |f:2.3|. Procedure: With 121.1 mg (0.75 mmol) 1,1,-carbonyldiimidazole, 170.6 mg (0.75 mmol) 2-(3,4-dimethoxyphenylthio)acetic acid and 250.0 mg (0.62 mmol) (E)-(6R,7R)-7-amino-3-[1-(3-hydroxy-benzyl)-2-oxo-pyrrolidin-3-ylidenemethyl]-8-oxo-5-thia- 1-aza-bicyclo[4.2.0]oct-2-ene2-carboxylic acid trifluoroacetate in 4 ml N,N-dimethylacetamide. The resulting solid was purified by column chromatography on MCI gel (75-150μ, Mitsubishi Kasei Corporation) with a gradient of water:acetonitrile (1:0, 4:1, 3:1). The organic ... The reactants are C(C(C)C)C=1C(=CC(=NC1)C(=O)O)C (5-isobutyl-4-methyl-pyridine-2-carboxylic acid), C(C1=CC=CC=C1)OC1=C(C=C(C(=O)NN)C=C1C)CC (4-benzyloxy-3-ethyl-5-methyl-benzoic acid hydrazide). The product is C(C)C1=C(C(=CC(=C1)C=1OC(=NN1)C1=NC=C(C(=C1)C)CC(C)C)C)O (2-Ethyl-4-[5-(5-isobutyl-4-methyl-pyridin-2-yl)-[1,3,4]oxadiazol-2-yl]-6-methyl-phenol). RXN SMILES: [CH2:1]([C:5]1[C:6]([CH3:14])=[CH:7][C:8]([C:11]([OH:13])=O)=[N:9][CH:10]=1)[CH:2]([CH3:4])[CH3:3].C([O:22][C:23]1[C:32]([CH3:33])=[CH:31][C:26]([C:27]([NH:29][NH2:30])=O)=[CH:25][C:24]=1[CH2:34][CH3:35])C1C=CC=CC=1>>[CH2:34]([C:24]1[CH:25]=[C:26]([C:27]2[O:13][C:11]([C:8]3[CH:7]=[C:6]([CH3:14])[C:5]([CH2:1][CH:2]([CH3:3])[CH3:4])=[CH:10][N:9]=3)=[N:30][N:29]=2)[CH:31]=[C:32]([CH3:33])[C:23]=1[OH:22])[CH3:35]. Procedure: The title compound is prepared in analogy to Example 18 starting from 5-isobutyl-4-methyl-pyridine-2-carboxylic acid and 4-benzyloxy-3-ethyl-5-methyl-benzoic acid hydrazide; LC-MS: tR=1.07 min, [M+H]+=357.18. The reactants are O=C([O-])O, CCOCCO, COc1cc2cc3c(Cl)c(C#N)cnc3cc2cc1O, COc1cc(N)c(Cl)cc1Cl, Cl, [Na+], c1ccncc1. The product is COc1cc2cc3c(Nc4cc(OC)c(Cl)cc4Cl)c(C#N)cnc3cc2cc1O. RXN SMILES: [C:45](=[O:46])([OH:47])[O-:48].[CH3:39][CH2:40][O:41][CH2:42][CH2:43][OH:44].[Cl:1][c:2]1[c:3]([C:19]#[N:20])[cH:4][n:5][c:6]2[cH:7][c:8]3[c:9]([cH:10][c:11]12)[cH:12][c:13]([O:17][CH3:18])[c:14]([OH:16])[cH:15]3.[Cl:21][c:22]1[c:23]([NH2:24])[cH:25][c:26]([O:30][CH3:31])[c:27]([Cl:29])[cH:28]1.[ClH:32].[Na+:49].[n:33]1[cH:34][cH:35][cH:36][cH:37][cH:38]1>>[c:2]1([NH:24][c:23]2[c:22]([Cl:21])[cH:28][c:27]([Cl:29])[c:26]([O:30][CH3:31])[cH:25]2)[c:3]([C:19]#[N:20])[cH:4][n:5][c:6]2[cH:7][c:8]3[c:9]([cH:10][c:11]12)[cH:12][c:13]([O:17][CH3:18])[c:14]([OH:16])[cH:15]3. The reactants are Cc1ccc(-c2ccc(C=CC(=O)Nc3ccc(CN(C)C4CCOCC4)cc3)s2)cc1, CI, CN(C)C=O. Yields the product Cc1ccc(-c2ccc(C=CC(=O)Nc3ccc(C[N+](C)(C)C4CCOCC4)cc3)s2)cc1, [I-]. As a reaction SMILES: [CH3:1][c:2]1[cH:3][cH:4][c:5](-[c:8]2[cH:9][cH:10][c:11]([CH:13]=[CH:14][C:15](=[O:16])[NH:17][c:18]3[cH:19][cH:20][c:21]([CH2:24][N:25]([CH:26]4[CH2:27][CH2:28][O:29][CH2:30][CH2:31]4)[CH3:32])[cH:22][cH:23]3)[s:12]2)[cH:6][cH:7]1.[CH3:33][I:34].[O:35]=[CH:36][N:37]([CH3:38])[CH3:39]>>[CH3:1][c:2]1[cH:3][cH:4][c:5](-[c:8]2[cH:9][cH:10][c:11]([CH:13]=[CH:14][C:15](=[O:16])[NH:17][c:18]3[cH:19][cH:20][c:21]([CH2:24][N+:25]([CH:26]4[CH2:27][CH2:28][O:29][CH2:30][CH2:31]4)([CH3:32])[CH3:33])[cH:22][cH:23]3)[s:12]2)[cH:6][cH:7]1.[I-:34].